Task: describe an organic reaction: reactants, conditions, products, and yield. Dataset: the Open Reaction Database (ORD), a public repository of structured organic reaction records Reactants: C(C)(C)NC(C)C (diisopropylamine), [Si](C1=CC=CC=C1)(C1=CC=CC=C1)(C(C)(C)C)OC[C@H](CC)N1C(C(C[C@@H]([C@H]1C1=CC=C(C=C1)Cl)C1=CC(=CC=C1)Cl)C)=O ((5R,6S)-1-((S)-1-(tert-Butyldiphenylsilyloxy)butan-2-yl)-5-(3-chlorophenyl)-6-(4-chlorophenyl)-3-methylpiperidin-2-one), C(C=C)Br (allyl bromide). Run at temperature -78 celsius, time 15 minute. Product: C(C=C)[C@@]1(C(N([C@@H]([C@H](C1)C1=CC(=CC=C1)Cl)C1=CC=C(C=C1)Cl)[C@H](CO[Si](C1=CC=CC=C1)(C1=CC=CC=C1)C(C)(C)C)CC)=O)C ((3S,5R,6S)-3-allyl-1-((S)-1-(tert-butyldiphenylsilyloxy)butan-2-yl)-5-(3-chlorophenyl)-6-(4-chlorophenyl)-3-methylpiperidin-2-one). Reaction SMILES: [CH:1](NC(C)C)(C)[CH3:2].[Si:8]([O:25][CH2:26][C@@H:27]([N:30]1[C@H:35]([C:36]2[CH:41]=[CH:40][C:39]([Cl:42])=[CH:38][CH:37]=2)[C@@H:34]([C:43]2[CH:48]=[CH:47][CH:46]=[C:45]([Cl:49])[CH:44]=2)[CH2:33][CH:32]([CH3:50])[C:31]1=[O:51])[CH2:28][CH3:29])([C:21]([CH3:24])([CH3:23])[CH3:22])([C:15]1[CH:20]=[CH:19][CH:18]=[CH:17][CH:16]=1)[C:9]1[CH:14]=[CH:13][CH:12]=[CH:11][CH:10]=1.[CH2:52](Br)C=C>>[CH2:50]([C@@:32]1([CH3:52])[CH2:33][C@H:34]([C:43]2[CH:48]=[CH:47][CH:46]=[C:45]([Cl:49])[CH:44]=2)[C@@H:35]([C:36]2[CH:37]=[CH:38][C:39]([Cl:42])=[CH:40][CH:41]=2)[N:30]([C@@H:27]([CH2:28][CH3:29])[CH2:26][O:25][Si:8]([C:21]([CH3:24])([CH3:23])[CH3:22])([C:9]2[CH:14]=[CH:13][CH:12]=[CH:11][CH:10]=2)[C:15]2[CH:20]=[CH:19][CH:18]=[CH:17][CH:16]=2)[C:31]1=[O:51])[CH:1]=[CH2:2]. Procedure details: To a −78° C. solution of 37.3 mL (266 mmol) of diisopropylamine in dry, degassed THF (150 mL) was added 100 mL (250 mmol) of a degassed 2.5 M solution of n-butyllithium in hexanes slowly via cannula. The light yellow solution was stirred at −78° C. for 15 min, then was warmed to 0° C. and stirred for an additional 5 min. To the ice-cooled LDA solution was added a solution of 85.7 g (133 mmol) of (5R,6S)-1-((S)-1-(tert-butyldiphenylsilyloxy)butan-2-yl)-5-(3-chlorophenyl)-6-(4-chlorophenyl)-3-meth...